From a dataset of the Open Reaction Database (ORD), a public repository of structured organic reaction records. describe an organic reaction: reactants, conditions, products, and yield Reactants: CC(C)(C)c1cc(CCC(=O)O)cc(C(C)(C)C)c1O, O, CCCCCCCCCCCC(=O)NCCO, Cc1ccccc1C. The product is CCCCCCCCCCCC(=O)NCCOC(=O)CCc1cc(C(C)(C)C)c(O)c(C(C)(C)C)c1. Reaction SMILES: [C:18]([CH3:19])([CH3:20])([CH3:21])[c:22]1[cH:23][c:24]([CH2:33][CH2:34][C:35](=[O:36])[OH:37])[cH:25][c:26]([C:29]([CH3:30])([CH3:31])[CH3:32])[c:27]1[OH:28].[OH2:46].[OH:1][CH2:2][CH2:3][NH:4][C:5]([CH2:6][CH2:7][CH2:8][CH2:9][CH2:10][CH2:11][CH2:12][CH2:13][CH2:14][CH2:15][CH3:16])=[O:17].[c:38]1([CH3:39])[c:40]([CH3:41])[cH:42][cH:43][cH:44][cH:45]1>>[O:1]([CH2:2][CH2:3][NH:4][C:5]([CH2:6][CH2:7][CH2:8][CH2:9][CH2:10][CH2:11][CH2:12][CH2:13][CH2:14][CH2:15][CH3:16])=[O:17])[C:35]([CH2:34][CH2:33][c:24]1[cH:23][c:22]([C:18]([CH3:19])([CH3:20])[CH3:21])[c:27]([OH:28])[c:26]([C:29]([CH3:30])([CH3:31])[CH3:32])[cH:25]1)=[O:36]. Starting materials: Brc1nccs1, [Li]CCCC, C1CCOC1, CON(C)C(=O)C(C)NC(=O)OCc1ccccc1, CC(C)[Mg+], [Cl-], [Cl-], [Li]c1nccs1, [NH4+], O. Yields the product CC(NC(=O)OCc1ccccc1)C(=O)c1nccs1. RXN SMILES: [Br:6][c:7]1[s:8][cH:9][cH:10][n:11]1.[CH2:1]([Li:2])[CH2:3][CH2:4][CH3:5].[CH2:44]1[O:45][CH2:46][CH2:47][CH2:48]1.[CH3:17][O:18][N:19]([C:20]([CH:21]([CH3:22])[NH:23][C:24]([O:25][CH2:26][c:27]1[cH:28][cH:29][cH:30][cH:31][cH:32]1)=[O:33])=[O:34])[CH3:35].[CH:13]([Mg+:14])([CH3:15])[CH3:16].[Cl-:12].[Cl-:42].[Li:36][c:37]1[s:38][cH:39][cH:40][n:41]1.[NH4+:43].[OH2:49]>>[c:7]1([C:20]([CH:21]([CH3:22])[NH:23][C:24]([O:25][CH2:26][c:27]2[cH:28][cH:29][cH:30][cH:31][cH:32]2)=[O:33])=[O:34])[s:8][cH:9][cH:10][n:11]1. Reactants: ClC1=C2C(CC(NC2=CC=C1F)C)=O ((+)-5-chloro-6-fluoro-2-methyl-4-oxo1,2,3,4-tetrahydroquinoline), S(=O)(=O)(C1=CC=C(C)C=C1)N1[C@H](C(=O)Cl)CCC1 (N-tosyl-L-prolyl chloride). Run in N1=CC=CC=C1 (pyridine), ClCCl (dichloromethane), ClCCl (dichloromethane). Conditions: time 20 minute. The product is ClC1=C2C(CC(N(C2=CC=C1F)C([C@H]1N(CCC1)S(=O)(=O)C1=CC=C(C)C=C1)=O)C)=O (5-chloro-6-fluoro-2-methyl-4-oxo-1-(N-tosyl-L prolyl)-1,2,3,4-tetrahydroquinoline). As a reaction SMILES: [Cl:1][C:2]1[C:11]([F:12])=[CH:10][CH:9]=[C:8]2[C:3]=1[C:4](=[O:14])[CH2:5][CH:6]([CH3:13])[NH:7]2.[S:15]([N:25]1[CH2:32][CH2:31][CH2:30][C@H:26]1[C:27](Cl)=[O:28])([C:18]1[CH:24]=[CH:23][C:21]([CH3:22])=[CH:20][CH:19]=1)(=[O:17])=[O:16]>N1C=CC=CC=1.ClCCl>[Cl:1][C:2]1[C:11]([F:12])=[CH:10][CH:9]=[C:8]2[C:3]=1[C:4](=[O:14])[CH2:5][CH:6]([CH3:13])[N:7]2[C:27](=[O:28])[C@@H:26]1[CH2:30][CH2:31][CH2:32][N:25]1[S:15]([C:18]1[CH:19]=[CH:20][C:21]([CH3:22])=[CH:23][CH:24]=1)(=[O:17])=[O:16]. Reported procedure: 36.7g of (+)-5-chloro-6-fluoro-2-methyl-4-oxo1,2,3,4-tetrahydroquinoline was dissolved in 34.3 g of pyridine and 400 ml of dichloromethane. Then, a solution of N-tosyl-L-prolyl chloride (prepared from 92.4 g of N-tosyl-L-proline and 74.5 ml of thionyl chloride) in 70 ml of dichloromethane was added thereto at room temperature over a period of 20 minutes. After completion of the addition, the resulting mixture was stirred for 15 minutes and then heated under reflux for 20 minutes. This reaction m... Product: ClC1=CC=C(C=C1)C#CN1C2=C(C3=CC(=CC=C13)C)CCN(C2C)C (9-((4-chlorophenyl)ethynyl)-1,2,6-trimethyl-2,3,4,9-tetrahydro-1H-pyrido[3,4-b]indole). Reported procedure: 1,2,6-trimethyl-2,3,4,9-tetrahydro-1H-pyrido[3,4-b]indole (214 mg, 1 mmol) was mixed with CuSO4.5H2O (50 mg, 0.2 mmol), 1,10-phenanthroline (72 mg, 0.4 mmol), K3PO4 (425 mg, 2 mmol) and 1-(bromoethynyl)-4-chlorobenzene (237 mg, 1.1 mmol) in toluene (8-10 ml). The reaction mixture was flushed with nitrogen and heated at 80° C. for 16 h. The reaction mixture was filtered through Celite, and the Celite bed was rinsed with dichloromethane. Combined organic layer was concentrated under reduced pressu... Solvent: C1(=CC=CC=C1)C (toluene). RXN SMILES: [CH3:1][CH:2]1[C:7]2[NH:8][C:9]3[C:14]([C:6]=2[CH2:5][CH2:4][N:3]1[CH3:16])=[CH:13][C:12]([CH3:15])=[CH:11][CH:10]=3.N1C2C(=CC=C3C=2N=CC=C3)C=CC=1.[O-]P([O-])([O-])=O.[K+].[K+].[K+].Br[C:40]#[C:41][C:42]1[CH:47]=[CH:46][C:45]([Cl:48])=[CH:44][CH:43]=1>C1(C)C=CC=CC=1>[Cl:48][C:45]1[CH:46]=[CH:47][C:42]([C:41]#[C:40][N:8]2[C:9]3[C:14](=[CH:13][C:12]([CH3:15])=[CH:11][CH:10]=3)[C:6]3[CH2:5][CH2:4][N:3]([CH3:16])[CH:2]([CH3:1])[C:7]2=3)=[CH:43][CH:44]=1 |f:2.3.4.5|. Reactants: CC1N(CCC2=C1NC1=CC=C(C=C21)C)C (1,2,6-trimethyl-2,3,4,9-tetrahydro-1H-pyrido[3,4-b]indole), CuSO4.5H2O, N1=CC=CC2=CC=C3C=CC=NC3=C12 (1,10-phenanthroline), [O-]P(=O)([O-])[O-].[K+].[K+].[K+] (K3PO4), BrC#CC1=CC=C(C=C1)Cl (1-(bromoethynyl)-4-chlorobenzene). The yield is 19.2%. Run at temperature 80 celsius. Reactants: FC1=C2C(C(NC2=CC=C1[N+](=O)[O-])=O)(C)C (4-fluoro-3,3-dimethyl-5-nitro-1,3-dihydro-2H-indol-2-one), [H-].[Na+] (sodium hydride), BrCC1CC1 ((bromomethyl)cyclopropane), [Cl-].[NH4+] (ammonium chloride). Solvent: CN(C)C=O (DMF). Reaction conditions: time 8 hour. Product: C1(CC1)CN1C(C(C2=C(C(=CC=C12)[N+](=O)[O-])F)(C)C)=O (1-(cyclopropylmethyl)-4-fluoro-3,3-dimethyl-5-nitro-1,3-dihydro-2H-indol-2-one). Reaction SMILES: [F:1][C:2]1[C:10]([N+:11]([O-:13])=[O:12])=[CH:9][CH:8]=[C:7]2[C:3]=1[C:4]([CH3:16])([CH3:15])[C:5](=[O:14])[NH:6]2.[H-].[Na+].Br[CH2:20][CH:21]1[CH2:23][CH2:22]1.[Cl-].[NH4+]>CN(C=O)C>[CH:21]1([CH2:20][N:6]2[C:7]3[C:3](=[C:2]([F:1])[C:10]([N+:11]([O-:13])=[O:12])=[CH:9][CH:8]=3)[C:4]([CH3:16])([CH3:15])[C:5]2=[O:14])[CH2:23][CH2:22]1 |f:1.2,4.5|. Procedure details: To a solution of 4-fluoro-3,3-dimethyl-5-nitro-1,3-dihydro-2H-indol-2-one (300 mg) in DMF (10 mL) were added sodium hydride (69.6 mg) and (bromomethyl)cyclopropane (0.193 mL) at 0° C., and the mixture was allowed to be warmed to room temperature, and stirred overnight under a nitrogen atmosphere. The reaction mixture was cooled to 0° C., saturated aqueous ammonium chloride solution was added thereto, and the mixture was extracted with ethyl acetate. The extract was washed with saturated brine, d... The reactants are NC1(CCCCC1)OO (1-Aminocyclohexyl hydroperoxide), CC1CC(=O)CC(C1)(C)C (dihydroisophorone), C(C)(=O)[O-].[NH4+] (ammonium acetate). Solvent: CO (methanol). Yields the product C1(CCCCC1)=O (cyclohexanone), CC1CC(=O)CC(C1)(C)C (dihydroisophorone). Yield: 64.3%. Reaction SMILES: N[C:2]1([O:8]O)[CH2:7][CH2:6][CH2:5][CH2:4][CH2:3]1.[CH3:10][CH:11]1[CH2:17][C:16]([CH3:19])([CH3:18])[CH2:15][C:13](=[O:14])[CH2:12]1.C([O-])(=O)C.[NH4+]>CO>[C:2]1(=[O:8])[CH2:7][CH2:6][CH2:5][CH2:4][CH2:3]1.[CH3:10][CH:11]1[CH2:17][C:16]([CH3:19])([CH3:18])[CH2:15][C:13](=[O:14])[CH2:12]1 |f:2.3|. Procedure details: 1-Aminocyclohexyl hydroperoxide (13.1 g), dihydroisophorone (14 g), methanol (25 cc.) and ammonium acetate (1.0 g) were mixed, store at 0°C overnight and worked up as in the previous example. Distillation gave cyclohexanone and dihydroisophorone (9.0 g), an intermediate fraction (3.2 g), b.p. below 100°C/0.7 mm,Hg., a fraction (8.1 g), b.p. 110°-114°/0.7 mm of 3,3,5'-trimethyl-1,1'-peroxy-dicyclohexylamine (peroxide equivalent, 234; perchloric acid equivalent, 245; and residue (1.5 g). The proce... Reactants: BrC1=CC=CC(=N1)C(=O)N1C[C@@H](CC1)C1=C(C=CC=C1)C(F)(F)F ((S)-(6-Bromopyridin-2-yl)(3-(2-(trifluoromethyl)phenyl)pyrrolidin-1-yl)methanone), EtOAc Hexanes, [Cl-].[NH4+] (ammonium chloride), N1CCCCC1 (piperidine), CC(C)([O-])C.[Na+] (sodium-tert-butoxide). The reagents and catalysts are CC1(C2=C(C(=CC=C2)P(C3=CC=CC=C3)C4=CC=CC=C4)OC5=C(C=CC=C51)P(C6=CC=CC=C6)C7=CC=CC=C7)C (xantphos), C=1C=CC(=CC1)/C=C/C(=O)/C=C/C2=CC=CC=C2.C=1C=CC(=CC1)/C=C/C(=O)/C=C/C2=CC=CC=C2.C=1C=CC(=CC1)/C=C/C(=O)/C=C/C2=CC=CC=C2.[Pd].[Pd] (Pd2(dba)3). The solvent is C1(=CC=CC=C1)C (toluene). Reaction conditions: temperature 100 celsius, time 3 hour. Yields the product N1(CCCCC1)C1=CC=CC(=N1)C(=O)N1C[C@@H](CC1)C1=C(C=CC=C1)C(F)(F)F ((S)-(6-(piperidin-1-yl)pyridin-2-yl)(3-(2-(trifluoromethyl)phenyl)pyrrolidin-1-yl)methanone). The yield is 64.4%. As a reaction SMILES: Br[C:2]1[N:7]=[C:6]([C:8]([N:10]2[CH2:14][CH2:13][C@@H:12]([C:15]3[CH:20]=[CH:19][CH:18]=[CH:17][C:16]=3[C:21]([F:24])([F:23])[F:22])[CH2:11]2)=[O:9])[CH:5]=[CH:4][CH:3]=1.[NH:25]1[CH2:30][CH2:29][CH2:28][CH2:27][CH2:26]1.CC(C)([O-])C.[Na+].[Cl-].[NH4+]>C1(C)C=CC=CC=1.C1C=CC(/C=C/C(/C=C/C2C=CC=CC=2)=O)=CC=1.C1C=CC(/C=C/C(/C=C/C2C=CC=CC=2)=O)=CC=1.C1C=CC(/C=C/C(/C=C/C2C=CC=CC=2)=O)=CC=1.[Pd].[Pd].CC1(C)C2C(=C(P(C3C=CC=CC=3)C3C=CC=CC=3)C=CC=2)OC2C(P(C3C=CC=CC=3)C3C=CC=CC=3)=CC=CC1=2>[N:25]1([C:2]2[N:7]=[C:6]([C:8]([N:10]3[CH2:14][CH2:13][C@@H:12]([C:15]4[CH:20]=[CH:19][CH:18]=[CH:17][C:16]=4[C:21]([F:24])([F:23])[F:22])[CH2:11]3)=[O:9])[CH:5]=[CH:4][CH:3]=2)[CH2:30][CH2:29][CH2:28][CH2:27][CH2:26]1 |f:2.3,4.5,7.8.9.10.11|. Reported procedure: (S)-(6-Bromopyridin-2-yl)(3-(2-(trifluoromethyl)phenyl)pyrrolidin-1-yl)methanone (60 mg, 0.150 mmol), piperidine (15 mg, 0.180 mmol), Pd2(dba)3 (3 mg, 0.003 mmol), xantphos (5 mg, 0.009 mmol), and sodium-tert-butoxide (22 mg, 0.225 mmol) were suspended in toluene (3 ml), and then stirred at 100° C. under nitrogen stream for 3 hours. A saturated aqueous ammonium chloride solution (15 ml) was added to the resulting reaction liquid, followed by extraction with MC (15 ml×2). The organic layer was dr...